From a dataset of the Open Reaction Database (ORD), a public repository of structured organic reaction records. describe an organic reaction: reactants, conditions, products, and yield Reaction SMILES: [C:1]([C:5]1[CH:6]=[C:7]2[N:12]([CH:13]=1)[N:11]=[CH:10][N:9]=[C:8]2O)([CH3:4])([CH3:3])[CH3:2].O=P(Cl)(Cl)[Cl:17]>C(Cl)Cl>[C:1]([C:5]1[CH:6]=[C:7]2[N:12]([CH:13]=1)[N:11]=[CH:10][N:9]=[C:8]2[Cl:17])([CH3:4])([CH3:3])[CH3:2]. Yields the product C(C)(C)(C)C=1C=C2C(=NC=NN2C1)Cl (6-tert-butyl-4-chloro-pyrrolo[2,1-f][1,2,4]triazine). The yield is 103.4%. Procedure: 6-tert-Butyl-pyrrolo[2,1-f][1,2,4]triazin-4-ol (0.43 mg, 2.26 mmol, 1 eq.) and POCl3 (4.21 mL, 45.2 mmol, 20 eq.) were mixed and refluxed for 4 hours. The mixture was stripped then restripped 3× from methylene chloride and then dissolved in methylene chloride and rinsed 3× with sat'd NaHCO3, 1× with brine. The organic layers were collected, dried and stripped in vacuo to yield 490 mg of 6-tert-butyl-4-chloro-pyrrolo[2,1-f][1,2,4]triazine as an amber oil. LCMS detects (M+H)+=210. The reactants are C(C)(C)(C)C=1C=C2C(=NC=NN2C1)O (6-tert-Butyl-pyrrolo[2,1-f][1,2,4]triazin-4-ol), O=P(Cl)(Cl)Cl (POCl3). The solvent is C(Cl)Cl (methylene chloride), C(Cl)Cl (methylene chloride). Starting materials: C(CCCC)C1=CC=C(C=C1)I (4-pentyliodobenzene), C[Si](C)(C)C#C (trimetylsilylacetylene), bis(triphenylphosphine)-palladium(II) Chloride Pd(PPh3)2Cl2. The reagents and catalysts are [Cu]I (copper (I) iodide). Run in C(C)NCC (diethylamine). Conditions: time 20 hour. Product: C(CCCC)C1=CC=C(C=C1)C#C (4-pentylphenylacetylene). Reaction SMILES: [CH2:1]([C:6]1[CH:11]=[CH:10][C:9](I)=[CH:8][CH:7]=1)[CH2:2][CH2:3][CH2:4][CH3:5].C[Si]([C:17]#[CH:18])(C)C>C(NCC)C.[Cu]I>[CH2:1]([C:6]1[CH:11]=[CH:10][C:9]([C:17]#[CH:18])=[CH:8][CH:7]=1)[CH2:2][CH2:3][CH2:4][CH3:5]. Procedure: A mixture of 0.1 mol of 4-pentyliodobenzene, 0.12 mol of trimetylsilylacetylene, 0.0014 mol of bis(triphenylphosphine)-palladium(II) Chloride Pd(PPh3)2Cl2 and 0.7 mmol of copper (I) iodide in 250 ml diethylamine is stirred at room temperature for 20 hours. After evaporation of the solvent the crude product is purified by chromatography on alumina (4:1 petrol/dichloromethane) to give 2-(4-pentylphenyl)-1-trimethylsilyacetylene. Removal of the trimethylsilylgroup is accomplished by treatment this ... Procedure: To a solution of XXV (2.11 g, 0.01 mol) in THF (50 mL) was added with stirring at room temperature methyl magnesium chloride (12 mL, 2.8M, 0.034 mol) in THF. After 24 hours, 3N HCl (50 mL) was added dropwise with stirring and the resulting mixture heated at reflux for 20 minutes. After cooling to room temperature, the solution was neutralized with solid Na2CO3 and extracted with CHCl3 (3X). The organic extracts were dried, filtered and concentrated to dryness to yield 2.35 g (100%) of XXVI; m.p.... Reaction conditions: time 24 hour. Isolated yield 100.0%. The reactants are C[Mg]Cl (methyl magnesium chloride), C1CCOC1 (THF), C(=O)([O-])[O-].[Na+].[Na+] (Na2CO3), C(#N)C=1N=C(NC1)CC1=CC=C(C=C1)OC (4-Cyano-2-(4-methoxyphenylmethyl)imidazole), C1CCOC1 (THF), Cl (HCl). Yields the product C(C)(=O)C=1N=C(NC1)CC1=CC=C(C=C1)OC (4-Acetyl-2-(4-Methoxyphenylmethyl)imidazole). As a reaction SMILES: C([C:3]1[N:4]=[C:5]([CH2:8][C:9]2C=CC(OC)=[CH:11][CH:10]=2)[NH:6][CH:7]=1)#N.[CH3:17][Mg]Cl.Cl.[C:21]([O-:24])([O-])=O.[Na+].[Na+].[CH2:27]1[CH2:31][O:30][CH2:29][CH2:28]1>>[C:21]([C:3]1[N:4]=[C:5]([CH2:8][C:9]2[CH:28]=[CH:27][C:31]([O:30][CH3:29])=[CH:11][CH:10]=2)[NH:6][CH:7]=1)(=[O:24])[CH3:17] |f:3.4.5|. Reaction SMILES: [Br:1][CH2:2][CH2:3][OH:4].[Br:5][c:6]1[cH:7][c:8]([C:13]([F:14])([F:15])[F:16])[c:9]([OH:12])[cH:10][cH:11]1.[C:17](=[O:18])([O-:19])[O-:20].[CH3:23][C:24]#[N:25].[CH3:26][CH2:27][O:28][C:29](=[O:30])[CH3:31].[K+:21].[K+:22]>>[CH2:2]([CH2:3][OH:4])[O:12][c:9]1[c:8]([C:13]([F:14])([F:15])[F:16])[cH:7][c:6]([Br:5])[cH:11][cH:10]1. Product: OCCOc1ccc(Br)cc1C(F)(F)F. Starting materials: OCCBr, Oc1ccc(Br)cc1C(F)(F)F, O=C([O-])[O-], CC#N, CCOC(C)=O, [K+], [K+]. Starting materials: BrC=1C=CC(=NC1)C=O (5-bromopicolinaldehyde), [N+](#[C-])C(C)S(=O)(=O)C1=CC=C(C=C1)C (1-(1-isocyanoethylsulfonyl)-4-methylbenzene), C(=O)([O-])[O-].[K+].[K+] (K2CO3). The solvent is CO (MeOH). The product is BrC=1C=CC(=NC1)C1=C(N=CO1)C (5-(5-bromopyridin-2-yl)-4-methyloxazole). Isolated yield 73.1%. RXN SMILES: [Br:1][C:2]1[CH:3]=[CH:4][C:5]([CH:8]=[O:9])=[N:6][CH:7]=1.[N+:10]([CH:12](S(C1C=CC(C)=CC=1)(=O)=O)[CH3:13])#[C-:11].C([O-])([O-])=O.[K+].[K+]>CO>[Br:1][C:2]1[CH:3]=[CH:4][C:5]([C:8]2[O:9][CH:11]=[N:10][C:12]=2[CH3:13])=[N:6][CH:7]=1 |f:2.3.4|. Procedure: A mixture of 5-bromopicolinaldehyde (7.80 g, 41.9 mmol), 1-(1-isocyanoethylsulfonyl)-4-methylbenzene (8.78 g, 41.9 mmol), and K2CO3 (7.53 g, 54.5 mmol) in MeOH (150 mL) was heated at reflux for 3 hr. The reaction was then cooled to room temperature, the MeOH was evaporated at reduced pressure, and the crude material was partitioned between EtOAc and water. The separated aqueous layer was extracted twice with EtOAc. The combined organic extract was washed twice with water, dried over Na2SO4, filt... Starting materials: FC1=C2C=CNC2=C(C=C1)C(=O)O (4-fluoro-1H-indol-7-carboxylic acid), C(C)(C)(C)C1=CC=C(CNCCC2=CC(=CC=C2)C(F)(F)F)C=C1 ((4-tert-butyl-benzyl)-[2-(3-trifluoromethyl-phenyl)-ethyl]-amine), CCN=C=NCCCN(C)C.Cl (EDC.HCl). The solvent is C(Cl)Cl (DCM). Yields the product C(C)(C)(C)C1=CC=C(CN(C(=O)C=2C=CC(=C3C=CNC23)F)CCC2=CC(=CC=C2)C(F)(F)F)C=C1 (4-Fluoro-1H-indole-7-carboxylic acid (4-tert-butyl-benzyl)-[2-(3-trifluoromethyl-phenyl)-ethyl]-amide). Yield: 80.6%. As a reaction SMILES: [F:1][C:2]1[CH:10]=[CH:9][C:8]([C:11]([OH:13])=O)=[C:7]2[C:3]=1[CH:4]=[CH:5][NH:6]2.[C:14]([C:18]1[CH:37]=[CH:36][C:21]([CH2:22][NH:23][CH2:24][CH2:25][C:26]2[CH:31]=[CH:30][CH:29]=[C:28]([C:32]([F:35])([F:34])[F:33])[CH:27]=2)=[CH:20][CH:19]=1)([CH3:17])([CH3:16])[CH3:15].CCN=C=NCCCN(C)C.Cl>C(Cl)Cl>[C:14]([C:18]1[CH:37]=[CH:36][C:21]([CH2:22][N:23]([CH2:24][CH2:25][C:26]2[CH:31]=[CH:30][CH:29]=[C:28]([C:32]([F:35])([F:33])[F:34])[CH:27]=2)[C:11]([C:8]2[CH:9]=[CH:10][C:2]([F:1])=[C:3]3[C:7]=2[NH:6][CH:5]=[CH:4]3)=[O:13])=[CH:20][CH:19]=1)([CH3:17])([CH3:15])[CH3:16] |f:2.3|. Procedure: 59 mg (0.33 mol) 4-fluoro-1H-indol-7-carboxylic acid, 101 mg (0.30 mmol) of (4-tert-butyl-benzyl)-[2-(3-trifluoromethyl-phenyl)-ethyl]-amine and 63 mg (0.33 mmol) of EDC.HCl were dissolved in 3 ml DCM. The reaction mixture was stirred at rt over night. The solvent was evaporated and the residue was purified by column chromatography (20 g silica gel; heptane/EtOAc 4:1) to yield 120 mg (81%) product as a colorless viscous oil. MS (ISP) 497.3 (M+H)+. Starting materials: O=C(NCCC=1C=CC=CC1CO[Si](C)(C)C(C)(C)C)C(F)(F)F. The reagents and catalysts are O1B(OC(C)(C)C1(C)C)B2OC(C)(C)C(O2)(C)C, O=S(=O)([O-])CC=1C=NC(=CC1)C2=NC=C(C=C2)C.CCCC[N+](CCCC)(CCCC)CCCC, C[OH2+].C[OH2+].C1CC=CCCC=C1.C1CC=CCCC=C1.[Ir].[Ir]. Run in O1CCCC1. Conditions: temperature 70 celsius, time 20 hour. Product: O=C(NCCC1=CC(=CC=C1CO[Si](C)(C)C(C)(C)C)B2OC(C)(C)C(O2)(C)C)C(F)(F)F, O=C(NCCC1=CC=C(C=C1CO[Si](C)(C)C(C)(C)C)B2OC(C)(C)C(O2)(C)C)C(F)(F)F. Isolated yield 6.0%. Procedure: Following general procedure F using 4k (90 mg, 0.25 mmol), B2pin2 (127 mg, 0.50 mmol), [Ir(COD)OMe]2 (2.5 mg, 0.00375 mmol) and 1a (3.8 mg, 0.0075 mmol) in THF (1.25 mL). Stirred in vial at 70 °C for 20 hours. Analysis of crude 1 H NMR using internal standard 1,2‐dimethoxyethane showed ~14:1 meta:para borylation in 99% yield (these numbers include the meta/para products which have also undergone NH borylation at the higher temperature).  The crude product was purified by silica gel chromatograph...